Dataset: the Open Reaction Database (ORD), a public repository of structured organic reaction records. Task: describe an organic reaction: reactants, conditions, products, and yield Reactants: CC(C)(C)OC(=O)C(NC(=O)NC1CCCC1)c1ccccc1, ClCCl, O=C(O)C(F)(F)F. Product: O=C(NC1CCCC1)NC(C(=O)O)c1ccccc1. Reaction SMILES: [CH:1]1([NH:6][C:7]([NH:8][CH:9]([C:10](=[O:11])[O:12][C:13]([CH3:14])([CH3:15])[CH3:16])[c:17]2[cH:18][cH:19][cH:20][cH:21][cH:22]2)=[O:23])[CH2:2][CH2:3][CH2:4][CH2:5]1.[Cl:31][CH2:32][Cl:33].[F:24][C:25]([F:26])([F:27])[C:28]([OH:29])=[O:30]>>[CH:1]1([NH:6][C:7]([NH:8][CH:9]([C:10](=[O:11])[OH:12])[c:17]2[cH:18][cH:19][cH:20][cH:21][cH:22]2)=[O:23])[CH2:2][CH2:3][CH2:4][CH2:5]1.